From a dataset of the Open Reaction Database (ORD), a public repository of structured organic reaction records. describe an organic reaction: reactants, conditions, products, and yield The reactants are CCOc1ccc(-c2ccc(C3CCC(CBr)CC3)cc2)cc1F, C=CCCC[SiH]1CCC(CBr)CC1, C1CCOC1, CCOP(=O)(OCC)OCC, [Cu]I, [Mg]. The product is C=CCCC[SiH]1CCC(CCC2CCC(c3ccc(-c4ccc(OCC)c(F)c4)cc3)CC2)CC1. RXN SMILES: [Br:1][CH2:2][CH:3]1[CH2:4][CH2:5][CH:6]([c:9]2[cH:10][cH:11][c:12](-[c:15]3[cH:16][c:17]([F:24])[c:18]([O:21][CH2:22][CH3:23])[cH:19][cH:20]3)[cH:13][cH:14]2)[CH2:7][CH2:8]1.[Br:37][CH2:38][CH:39]1[CH2:40][CH2:41][SiH:42]([CH2:45][CH2:46][CH2:47][CH:48]=[CH2:49])[CH2:43][CH2:44]1.[CH2:52]1[O:53][CH2:54][CH2:55][CH2:56]1.[CH3:26][CH2:27][O:28][P:29]([O:30][CH2:31][CH3:32])([O:33][CH2:34][CH3:35])=[O:36].[Cu:50][I:51].[Mg:25]>>[CH2:2]([CH:3]1[CH2:4][CH2:5][CH:6]([c:9]2[cH:10][cH:11][c:12](-[c:15]3[cH:16][c:17]([F:24])[c:18]([O:21][CH2:22][CH3:23])[cH:19][cH:20]3)[cH:13][cH:14]2)[CH2:7][CH2:8]1)[CH2:38][CH:39]1[CH2:40][CH2:41][SiH:42]([CH2:45][CH2:46][CH2:47][CH:48]=[CH2:49])[CH2:43][CH2:44]1.